Dataset: the Open Reaction Database (ORD), a public repository of structured organic reaction records. Task: describe an organic reaction: reactants, conditions, products, and yield Starting materials: COC(=O)c1cn(C)c2cc(OCc3ccccc3)ccc12, CO, O. Yields the product Cn1cc(C(=O)O)c2ccc(OCc3ccccc3)cc21. Reaction SMILES: [CH3:1][O:2][C:3](=[O:4])[c:5]1[cH:6][n:7]([CH3:22])[c:8]2[cH:9][c:10]([O:14][CH2:15][c:16]3[cH:17][cH:18][cH:19][cH:20][cH:21]3)[cH:11][cH:12][c:13]12.[CH3:23][OH:24].[OH2:25]>>[O:2]=[C:3]([OH:4])[c:5]1[cH:6][n:7]([CH3:22])[c:8]2[cH:9][c:10]([O:14][CH2:15][c:16]3[cH:17][cH:18][cH:19][cH:20][cH:21]3)[cH:11][cH:12][c:13]12.